This data is from the Open Reaction Database (ORD), a public repository of structured organic reaction records. The task is: describe an organic reaction: reactants, conditions, products, and yield Product: CCOC(=O)CCCn1ncc(NC2CC3CC(C2C)C3(C)C)c(Br)c1=O. The reactants are CC1C(Nc2cn[nH]c(=O)c2Br)CC2CC1C2(C)C, CCOC(=O)CCCBr, O=C([O-])[O-], CN(C)C=O, [Cl-], [K+], [K+], [NH4+]. Reaction SMILES: [Br:1][c:2]1[c:3](=[O:19])[nH:4][n:5][cH:6][c:7]1[NH:8][CH:9]1[CH:10]([CH3:18])[CH:11]2[C:12]([CH3:16])([CH3:17])[CH:13]([CH2:14]1)[CH2:15]2.[Br:20][CH2:21][CH2:22][CH2:23][C:24](=[O:25])[O:26][CH2:27][CH3:28].[C:29](=[O:30])([O-:31])[O-:32].[CH3:37][N:38]([CH3:39])[CH:40]=[O:41].[Cl-:35].[K+:33].[K+:34].[NH4+:36]>>[Br:1][c:2]1[c:3](=[O:19])[n:4]([CH2:21][CH2:22][CH2:23][C:24](=[O:25])[O:26][CH2:27][CH3:28])[n:5][cH:6][c:7]1[NH:8][CH:9]1[CH:10]([CH3:18])[CH:11]2[C:12]([CH3:16])([CH3:17])[CH:13]([CH2:14]1)[CH2:15]2.